From a dataset of the Open Reaction Database (ORD), a public repository of structured organic reaction records. describe an organic reaction: reactants, conditions, products, and yield As a reaction SMILES: [Br:14][c:15]1[cH:16][cH:17][c:18]([CH:19]=[O:20])[cH:21][cH:22]1.[CH2:23]1[O:24][CH2:25][CH2:26][CH2:27]1.[H-:2].[Na+:1].[PH:3](=[O:4])([O-:8])[O:9][C:5]([C:6]#[N:7])([CH2:10][CH3:11])[CH2:12][CH3:13]>>[CH:5]([C:6]#[N:7])=[CH:19][c:18]1[cH:17][cH:16][c:15]([Br:14])[cH:22][cH:21]1. Reactants: O=Cc1ccc(Br)cc1, C1CCOC1, [H-], [Na+], CCC(C#N)(CC)O[PH](=O)[O-]. Yields the product N#CC=Cc1ccc(Br)cc1. The reactants are C1(=CC=CC=C1)C(=S)NC=1NC=CN1 (2-phenylthiocarbonylaminoimidazole), C(Cl)(Cl)Cl (chloroform), C(Cl)(Cl)Cl (chloroform), S(=O)(=O)(Cl)Cl (sulfuryl chloride). Solvent: CO (methanol). Yields the product O1C=C(C=C1)C1=NC=2N(C=CN2)S1 (2-(3-furyl)-1,2,4-thiadiazolo-[2,3-a]-imidazole). RXN SMILES: [C:1]1([C:7]([NH:9][C:10]2[NH:11][CH:12]=[CH:13][N:14]=2)=[S:8])[CH:6]=[CH:5]C=C[CH:2]=1.C(Cl)(Cl)Cl.S(Cl)(Cl)(=O)=[O:20]>CO>[O:20]1[CH:5]=[CH:6][C:1]([C:7]2[S:8][N:11]3[CH:12]=[CH:13][N:14]=[C:10]3[N:9]=2)=[CH:2]1. Procedure details: To 0.2 g. of 2-(3-furylthiocarbonylamino)-imidazole [(IV), R = 3-furyl] in 10 ml. of chloroform, at 20°-25°C, there is added dropwise 0.1 ml. of sulfuryl chloride in 2 ml. of chloroform. After 10 minutes the reaction mixture is concentrated at 10°-20°C. under vacuum to give a residue which is treated with methanol and filtered. The residue obtained following filtration is treated with dilute aqueous ammonia to give a precipitate which is filtered and dried to yield 2-(3-furyl)-1,2,4-thiadiazolo-... The reactants are BrC1=C(C=C(S1)C1CCOCC1)C (4-(5-bromo-4-methyl-thiophen-2-yl)-tetrahydropyran), C(CCC)[Li] (n-Bu-Li), C(C)C(CC)C=1C=2N(N=C(C1)C)C(=C(N2)C)I (8-(1-ethyl-propyl)-3-iodo-2,6-dimethyl-imidazo[1,2-b]pyridazine). Reagents/catalysts: [Cl-].[Cl-].[Zn+2] (ZnCl2), C=1C=CC(=CC1)[P](C=2C=CC=CC2)(C=3C=CC=CC3)[Pd]([P](C=4C=CC=CC4)(C=5C=CC=CC5)C=6C=CC=CC6)([P](C=7C=CC=CC7)(C=8C=CC=CC8)C=9C=CC=CC9)[P](C=1C=CC=CC1)(C=1C=CC=CC1)C=1C=CC=CC1 (Pd(PPh3)4). Product: C(C)C(CC)C=1C=2N(N=C(C1)C)C(=C(N2)C)C=2SC(=CC2C)C2CCOCC2 (8-(1-Ethyl-propyl)-2,6-dimethyl-3-[3-methyl-5-(tetrahydro-pyran-4-yl)-thiophen-2-yl]-imidazo[1,2-b]pyridazine). Isolated yield 11.5%. RXN SMILES: Br[C:2]1[S:6][C:5]([CH:7]2[CH2:12][CH2:11][O:10][CH2:9][CH2:8]2)=[CH:4][C:3]=1[CH3:13].C([Li])CCC.[CH2:19]([CH:21]([C:24]1[C:25]2[N:26]([C:31](I)=[C:32]([CH3:34])[N:33]=2)[N:27]=[C:28]([CH3:30])[CH:29]=1)[CH2:22][CH3:23])[CH3:20]>[Cl-].[Cl-].[Zn+2].C1C=CC([P]([Pd]([P](C2C=CC=CC=2)(C2C=CC=CC=2)C2C=CC=CC=2)([P](C2C=CC=CC=2)(C2C=CC=CC=2)C2C=CC=CC=2)[P](C2C=CC=CC=2)(C2C=CC=CC=2)C2C=CC=CC=2)(C2C=CC=CC=2)C2C=CC=CC=2)=CC=1>[CH2:19]([CH:21]([C:24]1[C:25]2[N:26]([C:31]([C:2]3[S:6][C:5]([CH:7]4[CH2:12][CH2:11][O:10][CH2:9][CH2:8]4)=[CH:4][C:3]=3[CH3:13])=[C:32]([CH3:34])[N:33]=2)[N:27]=[C:28]([CH3:30])[CH:29]=1)[CH2:22][CH3:23])[CH3:20] |f:3.4.5,^1:42,44,63,82|. Procedure details: Using a procedure similar to Example 25, 4-(5-bromo-4-methyl-thiophen-2-yl)-tetrahydropyran (0.83 g, 3.19 mmol), 1.56 M n-Bu-Li (2.04 mL, 3.19 mmol), ZnCl2 (6.4 mL, 3.19 mmol), 8-(1-ethyl-propyl)-3-iodo-2,6-dimethyl-imidazo[1,2-b]pyridazine (0.50 g, 1.56 mmol) and Pd(PPh3)4 (0.092 g, 0.008 mmol) furnish the title compound (0.072 g, 0.18 mmol, 11%). Spectrum identical to that from Method A. Starting materials: CNS(=O)(=O)C=1C(=NC=CC1)N1CCNCC1 (2-Piperazin-1-yl-pyridine-3-sulfonic acid methylamide), ClC1=NC2=C(N1)C=C(C=C2C2=CC(=C(C(=C2)F)F)F)C(F)(F)F (2-chloro-6-(trifluoromethyl)-4-(3,4,5-trifluorophenyl)-1H-benzoimidazole). The product is CNS(=O)(=O)C=1C(=NC=CC1)N1CCN(CC1)C1=NC2=C(N1)C(=CC(=C2)C(F)(F)F)C2=CC(=C(C(=C2)F)F)F (N-Methyl-2-{4-[5-(trifluoromethyl)-7-(3,4,5-trifluorophenyl)-1H-benzimidazol-2-yl]piperazin-1-yl}pyridine-3-sulfonamide). RXN SMILES: [CH3:1][NH:2][S:3]([C:6]1[C:7]([N:12]2[CH2:17][CH2:16][NH:15][CH2:14][CH2:13]2)=[N:8][CH:9]=[CH:10][CH:11]=1)(=[O:5])=[O:4].Cl[C:19]1[NH:23][C:22]2[CH:24]=[C:25]([C:37]([F:40])([F:39])[F:38])[CH:26]=[C:27]([C:28]3[CH:33]=[C:32]([F:34])[C:31]([F:35])=[C:30]([F:36])[CH:29]=3)[C:21]=2[N:20]=1>>[CH3:1][NH:2][S:3]([C:6]1[C:7]([N:12]2[CH2:17][CH2:16][N:15]([C:19]3[NH:20][C:21]4[C:27]([C:28]5[CH:29]=[C:30]([F:36])[C:31]([F:35])=[C:32]([F:34])[CH:33]=5)=[CH:26][C:25]([C:37]([F:40])([F:38])[F:39])=[CH:24][C:22]=4[N:23]=3)[CH2:14][CH2:13]2)=[N:8][CH:9]=[CH:10][CH:11]=1)(=[O:5])=[O:4]. Reported procedure: The piperazine from step (a) above (128 mg, 0.5 mmol) reacted with 2-chloro-6-(trifluoromethyl)-4-(3,4,5-trifluorophenyl)-1H-benzoimidazole (140 mg, 0.4 mmol, Example 51b) under the conditions of Example 3c to give the title compound as a white amorphous solid. MS (ESI, pos. ion) m/z: 571 (M+1). Starting materials: C(CC(O)(C(=O)O)CC(=O)O)(=O)O (citric acid), C(C)OC(=O)C1=C(N(C2=CC=C(C=C12)OC1=NC=C(C=C1)C(F)(F)F)C1=CC=C(C=C1)OC(F)(F)F)CC(=O)OCC (2-Ethoxycarbonylmethyl-1-(4-trifluoromethoxyphenyl)-5-(5-trifluoromethyl-2-pyridinyloxy)indole-3-carboxylic acid ethyl ester), [OH-].[Na+] (NaOH), CCO (EtOH). Run in C1CCOC1 (THF), O (H2O). Reaction conditions: temperature 100 celsius, time 9 hour. The product is C(=O)(O)CC=1N(C2=CC=C(C=C2C1C(=O)O)OC1=NC=C(C=C1)C(F)(F)F)C1=CC=C(C=C1)OC(F)(F)F (2-Carboxymethyl-1-(4-trifluoromethoxyphenyl)-5-(5-trifluoromethyl-2-pyridinyloxy)indole-3-carboxylic acid). As a reaction SMILES: C([O:3][C:4]([C:6]1[C:14]2[C:9](=[CH:10][CH:11]=[C:12]([O:15][C:16]3[CH:21]=[CH:20][C:19]([C:22]([F:25])([F:24])[F:23])=[CH:18][N:17]=3)[CH:13]=2)[N:8]([C:26]2[CH:31]=[CH:30][C:29]([O:32][C:33]([F:36])([F:35])[F:34])=[CH:28][CH:27]=2)[C:7]=1[CH2:37][C:38]([O:40]CC)=[O:39])=[O:5])C.[OH-].[Na+].CCO.C(O)(=O)CC(CC(O)=O)(C(O)=O)O>O.C1COCC1>[C:38]([CH2:37][C:7]1[N:8]([C:26]2[CH:31]=[CH:30][C:29]([O:32][C:33]([F:36])([F:35])[F:34])=[CH:28][CH:27]=2)[C:9]2[C:14]([C:6]=1[C:4]([OH:5])=[O:3])=[CH:13][C:12]([O:15][C:16]1[CH:21]=[CH:20][C:19]([C:22]([F:24])([F:25])[F:23])=[CH:18][N:17]=1)=[CH:11][CH:10]=2)([OH:40])=[O:39] |f:1.2|. Reported procedure: A mixture of 1-(4-trifluoromethoxyphenyl)-2-ethoxycarbonylmethyl-5-(5-trifluoromethyl-2-pyridinyloxy)indole-3-carboxylic acid ethyl ester (80 mg, 0.13 mmol, see step (a) above), NaOH (aq, 1 M, 1.1 mL), EtOH (0.5 mL) and THF (0.5 mL) was stirred at 100° C. for 9 h, cooled, diluted with H2O and acidified to pH 5 with citric acid (aq, 1 M). The precipitate was collected, washed with H2O and Et2O to give the title compound, 30 mg (42%), mp 203° C. Starting materials: C(C1=CC=CC=C1)OC1=CC=C(C=C1)C1C(CN(CC1)C(=O)OC(C)(C)C)OCCOS(=O)(=O)C1=CC=C(C=C1)C (tert-butyl 4-(4-benzyloxyphenyl)-3-[2-(toluene-4-sulphonyloxy)ethoxy]piperidine-1-carboxylate), FC1=CC(=C(C=C1)CCNC(C)=O)O (N-[2-(4-fluoro-2-hydroxyphenyl)ethyl]acetamide). Product: C(C)(=O)NCCC1=C(OCCOC2CN(CCC2C2=CC=C(C=C2)OCC2=CC=CC=C2)C(=O)OC(C)(C)C)C=C(C=C1)F (tert-Butyl 3-{2-[2-(2-acetylaminoethyl)-5-fluorophenoxy]ethoxy}-4-(4-benzyloxyphenyl)piperidine-1-carboxylate). As a reaction SMILES: [CH2:1]([O:8][C:9]1[CH:14]=[CH:13][C:12]([CH:15]2[CH2:20][CH2:19][N:18]([C:21]([O:23][C:24]([CH3:27])([CH3:26])[CH3:25])=[O:22])[CH2:17][CH:16]2[O:28][CH2:29][CH2:30][O:31]S(C2C=CC(C)=CC=2)(=O)=O)=[CH:11][CH:10]=1)[C:2]1[CH:7]=[CH:6][CH:5]=[CH:4][CH:3]=1.[F:42][C:43]1[CH:48]=[CH:47][C:46]([CH2:49][CH2:50][NH:51][C:52](=[O:54])[CH3:53])=[C:45](O)[CH:44]=1>>[C:52]([NH:51][CH2:50][CH2:49][C:46]1[CH:45]=[CH:44][C:43]([F:42])=[CH:48][C:47]=1[O:31][CH2:30][CH2:29][O:28][CH:16]1[CH:15]([C:12]2[CH:13]=[CH:14][C:9]([O:8][CH2:1][C:2]3[CH:7]=[CH:6][CH:5]=[CH:4][CH:3]=3)=[CH:10][CH:11]=2)[CH2:20][CH2:19][N:18]([C:21]([O:23][C:24]([CH3:25])([CH3:26])[CH3:27])=[O:22])[CH2:17]1)(=[O:54])[CH3:53]. Reported procedure: Analogously to Method G, 6.7 g of tert-butyl 4-(4-benzyloxyphenyl)-3-[2-(toluene-4-sulphonyloxy)ethoxy]piperidine-1-carboxylate and 4.54 g of N-[2-(4-fluoro-2-hydroxyphenyl)ethyl]acetamide (Example 112b) are reacted. The title compound is obtained as a yellowish oil. Rf=0.16 (2:1 EtOAc-heptane); Rt=5.44. Reported procedure: To a solution of 3-cyano-4-phenylpyrrole (0.20 g) in dimethylsulfoxide (2 mL) was added 5-benzyloxy-2-bromoisonicotinic acid ethyl ester (0.30 g), cesium carbonate (0.30 g), copper iodide (0.010 g) and N,N-dimethyl glycine (0.020 g) at room temperature, and this mixture was stirred at 110° C. for 8 hours. The insoluble material was removed by suction through a Celite pad. This filtrate was poured into water, and this mixture was extracted with ethyl acetate. This organic layer was washed with wa... Reagents/catalysts: [Cu](I)I (copper iodide). Run at temperature 110 celsius, time 8 hour. The reactants are C(#N)C1=CNC=C1C1=CC=CC=C1 (3-cyano-4-phenylpyrrole), C(C)OC(C1=CC(=NC=C1OCC1=CC=CC=C1)Br)=O (5-benzyloxy-2-bromoisonicotinic acid ethyl ester), C([O-])([O-])=O.[Cs+].[Cs+] (cesium carbonate), CN(CC(=O)O)C (N,N-dimethyl glycine). Solvent: CS(=O)C (dimethylsulfoxide). As a reaction SMILES: [C:1]([C:3]1[C:7]([C:8]2[CH:13]=[CH:12][CH:11]=[CH:10][CH:9]=2)=[CH:6][NH:5][CH:4]=1)#[N:2].[CH2:14]([O:16][C:17](=[O:33])[C:18]1[C:23]([O:24][CH2:25][C:26]2[CH:31]=[CH:30][CH:29]=[CH:28][CH:27]=2)=[CH:22][N:21]=[C:20](Br)[CH:19]=1)[CH3:15].C(=O)([O-])[O-].[Cs+].[Cs+].CN(C)CC(O)=O>CS(C)=O.[Cu](I)I>[CH2:14]([O:16][C:17](=[O:33])[C:18]1[C:23]([O:24][CH2:25][C:26]2[CH:27]=[CH:28][CH:29]=[CH:30][CH:31]=2)=[CH:22][N:21]=[C:20]([N:5]2[CH:6]=[C:7]([C:8]3[CH:9]=[CH:10][CH:11]=[CH:12][CH:13]=3)[C:3]([C:1]#[N:2])=[CH:4]2)[CH:19]=1)[CH3:15] |f:2.3.4|. The product is C(C)OC(C1=CC(=NC=C1OCC1=CC=CC=C1)N1C=C(C(=C1)C1=CC=CC=C1)C#N)=O (5-Benzyloxy-2-(3-cyano-4-phenylpyrrole-1-yl)isonicotinic acid ethyl ester). Yield: 52.9%.